This data is from the Open Reaction Database (ORD), a public repository of structured organic reaction records. The task is: describe an organic reaction: reactants, conditions, products, and yield Starting materials: C(C)(C)(C)OC(CCC1NC(C(C1)O)=O)=O (4-Hydroxy-5-oxo-2-pyrrolidinepropanoic acid t-butyl ester), FC(C(=O)O)(F)F (trifluoracetic acid). Solvent: CN(C=O)C (N,N-dimethylformamide). Product: OC1CC(NC1=O)CCC(=O)O (4-hydroxy-5-oxo-2-pyrrolidinepropanoic acid). RXN SMILES: C([O:5][C:6](=[O:16])[CH2:7][CH2:8][CH:9]1[CH2:13][CH:12]([OH:14])[C:11](=[O:15])[NH:10]1)(C)(C)C.FC(F)(F)C(O)=O>CN(C)C=O>[OH:14][CH:12]1[C:11](=[O:15])[NH:10][CH:9]([CH2:8][CH2:7][C:6]([OH:16])=[O:5])[CH2:13]1. Procedure details: 4-Hydroxy-5-oxo-2-pyrrolidinepropanoic acid t-butyl ester (1.87 g) and trifluoracetic acid (1.2 g) in 10 ml of N,N-dimethylformamide was heated at 100° C. until disappearance of starting material by thin layer chromatography. After concentration under reduced pressure, the resulting solid is washed with acetone and filtered to give 4-hydroxy-5-oxo-2-pyrrolidinepropanoic acid with mp 129°-132° C. NMR (DMSOD6) and 12.14 (s, 1H), 7.96 (d, J=5 Hz, 1H), 5.37 (m, 1H), 4.00 (m, 1H), 2.60-1.09 (m, 6H). ... Reactants: C(#N)C1=CC(=C(C=C1)[C@H]1N(C(N(C(=C1C(=O)OCC=C)C)C1=CC(=CC=C1)C(F)(F)F)=O)C)S(=O)(=O)C (Allyl (4S)-4-[4-cyano-2-(methylsulfonyl)phenyl]-3,6-dimethyl-2-oxo-1-[3-(trifluoromethyl)phenyl]-1,2,3,4-tetrahydropyrimidine-5-carboxylate), N1CCOCC1 (morpholine). Reagents/catalysts: C=1C=CC(=CC1)[P](C=2C=CC=CC2)(C=3C=CC=CC3)[Pd]([P](C=4C=CC=CC4)(C=5C=CC=CC5)C=6C=CC=CC6)([P](C=7C=CC=CC7)(C=8C=CC=CC8)C=9C=CC=CC9)[P](C=1C=CC=CC1)(C=1C=CC=CC1)C=1C=CC=CC1 (tetrakis(triphenylphosphine)palladium(0)). The solvent is C1CCOC1 (THF). Run at time 16 hour. The product is C(#N)C1=CC(=C(C=C1)[C@H]1N(C(N(C(=C1C(=O)O)C)C1=CC(=CC=C1)C(F)(F)F)=O)C)S(=O)(=O)C ((4S)-4-[4-Cyano-2-(methylsulfonyl)phenyl]-3,6-dimethyl-2-oxo-1-[3-(trifluoromethyl)phenyl]-1,2,3,4-tetrahydropyrimidine-5-carboxylic acid). Yield: 82.7%. RXN SMILES: [C:1]([C:3]1[CH:8]=[CH:7][C:6]([C@@H:9]2[C:14]([C:15]([O:17]CC=C)=[O:16])=[C:13]([CH3:21])[N:12]([C:22]3[CH:27]=[CH:26][CH:25]=[C:24]([C:28]([F:31])([F:30])[F:29])[CH:23]=3)[C:11](=[O:32])[N:10]2[CH3:33])=[C:5]([S:34]([CH3:37])(=[O:36])=[O:35])[CH:4]=1)#[N:2].N1CCOCC1>C1COCC1.C1C=CC([P]([Pd]([P](C2C=CC=CC=2)(C2C=CC=CC=2)C2C=CC=CC=2)([P](C2C=CC=CC=2)(C2C=CC=CC=2)C2C=CC=CC=2)[P](C2C=CC=CC=2)(C2C=CC=CC=2)C2C=CC=CC=2)(C2C=CC=CC=2)C2C=CC=CC=2)=CC=1>[C:1]([C:3]1[CH:8]=[CH:7][C:6]([C@@H:9]2[C:14]([C:15]([OH:17])=[O:16])=[C:13]([CH3:21])[N:12]([C:22]3[CH:27]=[CH:26][CH:25]=[C:24]([C:28]([F:30])([F:31])[F:29])[CH:23]=3)[C:11](=[O:32])[N:10]2[CH3:33])=[C:5]([S:34]([CH3:37])(=[O:35])=[O:36])[CH:4]=1)#[N:2] |^1:52,54,73,92|. Reported procedure: The reaction was carried out under argon. Allyl (4S)-4-[4-cyano-2-(methylsulfonyl)phenyl]-3,6-dimethyl-2-oxo-1-[3-(trifluoromethyl)phenyl]-1,2,3,4-tetrahydropyrimidine-5-carboxylate (157 mg, 0.294 mmol) and morpholine (1.5 eq., 38 mg, 0.441 mmol) were initially charged in dry THF (5 ml) at RT. The reaction mixture was degassed repeatedly (evacuation followed by venting with argon). Under protective gas, tetrakis(triphenylphosphine)palladium(0) (0.05 eq., 17 mg, 0.015 mmol) was added, and the rea... Reactants: C1CCCC2=CC=CC=C12 (tetraline), CC(C=C)(CCCC(CCCC(C)C)C)O (3,7,11-trimethyl-1-dodecen-3-ol), C=C1CC(=O)O1 (diketene). Product: CC(=CCCC(C)=O)CCCC(CCCC(C)C)C (6,10,14-Trimethyl-5-pentadecen-2-one). The yield is 84.7%. RXN SMILES: C1C2C(=CC=CC=2)CCC1.[CH3:11][C:12](O)([CH2:15][CH2:16][CH2:17][CH:18]([CH3:25])[CH2:19][CH2:20][CH2:21][CH:22]([CH3:24])[CH3:23])[CH:13]=[CH2:14].[CH2:27]=[C:28]1[O:32]C(=O)[CH2:29]1>>[CH3:11][C:12]([CH2:15][CH2:16][CH2:17][CH:18]([CH3:25])[CH2:19][CH2:20][CH2:21][CH:22]([CH3:24])[CH3:23])=[CH:13][CH2:14][CH2:27][C:28](=[O:32])[CH3:29]. Reported procedure: The procedure was the same as in Example 2 except that the diluent solvent was 10 g of tetraline and the starting reactants were 226 g (1.0 mole) of 3,7,11-trimethyl-1-dodecen-3-ol and 101 g (1.2 moles) of diketene. 6,10,14-Trimethyl-5-pentadecen-2-one with the boiling point of 123° to 125°C/1 mmHg and the refractive index of 1.4560 at 20°C was obtained in an amount of 212 g corresponding to 84.7% yield based on 3,7,11-trimethyl-1-dodecen-3-ol. Starting materials: Br, COc1ccnc(CSc2nc3ccccc3[nH]2)c1C. Product: Cc1c(O)ccnc1CSc1nc2ccccc2[nH]1. RXN SMILES: [BrH:21].[CH3:1][O:2][c:3]1[c:4]([CH3:20])[c:5]([CH2:9][S:10][c:11]2[nH:12][c:13]3[c:14]([n:15]2)[cH:16][cH:17][cH:18][cH:19]3)[n:6][cH:7][cH:8]1>>[OH:2][c:3]1[c:4]([CH3:20])[c:5]([CH2:9][S:10][c:11]2[n:12][c:13]3[c:14]([nH:15]2)[cH:16][cH:17][cH:18][cH:19]3)[n:6][cH:7][cH:8]1. Starting materials: CN1C(NC(C=2N(C=NC12)CCC)=O)=O (3-methyl-7-propyl-xanthine), BrCCCP(OCC)(=O)OCC (diethyl 3-bromopropanephosphonate). Yields the product CN1C(N(C(C=2N(C=NC12)CCC)=O)CCCP(OCC)(OCC)=O)=O (Diethyl [3-(3-methyl-7-propylxanthin-1-yl)propyl]phosphonate). Reaction SMILES: [CH3:1][N:2]1[C:10]2[N:9]=[CH:8][N:7]([CH2:11][CH2:12][CH3:13])[C:6]=2[C:5](=[O:14])[NH:4][C:3]1=[O:15].Br[CH2:17][CH2:18][CH2:19][P:20]([O:25][CH2:26][CH3:27])(=[O:24])[O:21][CH2:22][CH3:23]>>[CH3:1][N:2]1[C:10]2[N:9]=[CH:8][N:7]([CH2:11][CH2:12][CH3:13])[C:6]=2[C:5](=[O:14])[N:4]([CH2:17][CH2:18][CH2:19][P:20](=[O:24])([O:25][CH2:26][CH3:27])[O:21][CH2:22][CH3:23])[C:3]1=[O:15]. Procedure details: The title substance was prepared from 0.048 mol of 3-methyl-7-propyl-xanthine and 0.058 mol of diethyl 3-bromopropanephosphonate analogously to Example 23. Starting materials: ClCCl, O=C(O)C(F)(F)F, O=C1SC(Cc2ccc(OCCn3ccc4cccnc43)cc2)C(=O)N1C(c1ccccc1)(c1ccccc1)c1ccccc1. Yields the product O=C1NC(=O)C(Cc2ccc(OCCn3ccc4cccnc43)cc2)S1. As a reaction SMILES: [CH2:53]([Cl:54])[Cl:55].[OH:46][C:47]([C:48]([F:49])([F:50])[F:51])=[O:52].[n:1]1([CH2:10][CH2:11][O:12][c:13]2[cH:14][cH:15][c:16]([CH2:17][CH:18]3[C:19](=[O:43])[N:20]([C:24]([c:25]4[cH:26][cH:27][cH:28][cH:29][cH:30]4)([c:31]4[cH:32][cH:33][cH:34][cH:35][cH:36]4)[c:37]4[cH:38][cH:39][cH:40][cH:41][cH:42]4)[C:21](=[O:23])[S:22]3)[cH:44][cH:45]2)[cH:2][cH:3][c:4]2[cH:5][cH:6][cH:7][n:8][c:9]12>>[n:1]1([CH2:10][CH2:11][O:12][c:13]2[cH:14][cH:15][c:16]([CH2:17][CH:18]3[C:19](=[O:43])[NH:20][C:21](=[O:23])[S:22]3)[cH:44][cH:45]2)[cH:2][cH:3][c:4]2[cH:5][cH:6][cH:7][n:8][c:9]12. Starting materials: COC1=CC(=C(C=C1)C=1C=NC=CC1)[N+](=O)[O-] (3-(4-methoxy-2-nitrophenyl)pyridine), C(O)([O-])=O.[Na+] (sodium hydrogen carbonate), aqueous solution, [OH-].[Na+] (sodium hydroxide). Solvent: aqueous solution, Br (hydrogen bromide). Run at temperature 120 celsius, time 8 hour. Yields the product OC1=CC(=C(C=C1)C=1C=NC=CC1)[N+](=O)[O-] (3-(4-hydroxy-2-nitrophenyl)pyridine). Isolated yield 41.1%. RXN SMILES: C[O:2][C:3]1[CH:8]=[CH:7][C:6]([C:9]2[CH:10]=[N:11][CH:12]=[CH:13][CH:14]=2)=[C:5]([N+:15]([O-:17])=[O:16])[CH:4]=1.[OH-].[Na+].C(=O)([O-])O.[Na+]>Br>[OH:2][C:3]1[CH:8]=[CH:7][C:6]([C:9]2[CH:10]=[N:11][CH:12]=[CH:13][CH:14]=2)=[C:5]([N+:15]([O-:17])=[O:16])[CH:4]=1 |f:1.2,3.4|. Reported procedure: 1.235 g of 3-(4-methoxy-2-nitrophenyl)pyridine was dissolved in 100 ml of a 47% aqueous solution of hydrogen bromide, and the solution was stirred at a bath temperature of 120° C. for 8 hours. After cooling, the reaction mixture was adjusted to pH 3-4 with a 50% aqueous solution of sodium hydroxide, neutralized with sodium hydrogen carbonate, and extracted with ethyl acetate. The solvent was evaporated, and the crude crystals were recrystallized from ethyl acetate to give 477 mg of 3-(4-hydroxy-...